Dataset: the Open Reaction Database (ORD), a public repository of structured organic reaction records. Task: describe an organic reaction: reactants, conditions, products, and yield Yields the product CN=C(NC)NCc1ccc(C)cc1, I. The reactants are CCO, CN=C(NC)SC, Cc1ccc(CN)cc1, I. As a reaction SMILES: [CH3:18][CH2:19][OH:20].[CH3:2][NH:3][C:4]([S:5][CH3:6])=[N:7][CH3:8].[CH3:9][c:10]1[cH:11][cH:12][c:13]([CH2:14][NH2:15])[cH:16][cH:17]1.[IH:1]>>[CH3:2][N:3]=[C:4]([NH:7][CH3:8])[NH:15][CH2:14][c:13]1[cH:12][cH:11][c:10]([CH3:9])[cH:17][cH:16]1.[IH:1]. Reactants: ClCC1=NC=CN=C1 (2-(chloromethyl)pyrazine), N1C(C2(C3=CC=CC=C13)COC1=CC3=C(OCCO3)C=C12)=O (2,3-dihydrospiro[furo[2,3-g][1,4]benzodioxine-8,3′-indol]-2′(1′H)-one), ClCC=1C(=NC=CC1)C(F)(F)F (3-(chloromethyl)-2-(trifluoromethyl)pyridine), N1C([C@]2(C3=CC=CC=C13)COC1=CC3=C(OCCO3)C=C12)=O ((8S)-2,3-dihydrospiro[furo[2,3-g][1,4]benzodioxine-8,3′-indol]-2′(1′H)-one). Product: N1=C(C=NC=C1)CN1C[C@@]2(C3=CC=CC=C13)COC1=CC3=C(OC(CO3)=O)C=C12 ((8S)-1′-(pyrazin-2-ylmethyl)-2,3-dihydrospiro[furo[2,3-g][1,4]benzodioxine-8,3′-indol]-2(1′H)-one). Reaction SMILES: Cl[CH2:2][C:3]1[CH:8]=[N:7][CH:6]=[CH:5][N:4]=1.ClCC1C(C(F)(F)F)=NC=CC=1.[NH:21]1[C:29]2[C:24](=[CH:25][CH:26]=[CH:27][CH:28]=2)[C@@:23]2([C:41]3[C:32](=[CH:33][C:34]4[O:39][CH2:38][CH2:37][O:36][C:35]=4[CH:40]=3)[O:31][CH2:30]2)[C:22]1=O.N1C2C(=CC=CC=2)C2(C3C(=CC4OCCOC=4C=3)[O:53]C2)C1=O>>[N:4]1[CH:5]=[CH:6][N:7]=[CH:8][C:3]=1[CH2:2][N:21]1[C:29]2[C:24](=[CH:25][CH:26]=[CH:27][CH:28]=2)[C@:23]2([C:41]3[C:32](=[CH:33][C:34]4[O:39][CH2:38][C:37](=[O:53])[O:36][C:35]=4[CH:40]=3)[O:31][CH2:30]2)[CH2:22]1. Reported procedure: Following the procedure as described in Example 5.9, making non-critical variations using 2-(chloromethyl)pyrazine to replace 3-(chloromethyl)-2-(trifluoromethyl)pyridine, and (8S)-2,3-dihydrospiro[furo[2,3-g][1,4]benzodioxine-8,3′-indol]-2′(1′H)-one to replace 2,3-dihydrospiro[furo[2,3-g][1,4]benzodioxine-8,3′-indol]-2′(1′H)-one, (8S)-1′-(pyrazin-2-ylmethyl)-2,3-dihydrospiro[furo[2,3-g][1,4]benzodioxine-8,3′-indol]-2(1′H)-one was obtained (62%) as a colorless solid: mp 216-218° C.; 1H NMR (300 ... Starting materials: FC(S(=O)(=O)OCC1COC(C1)=O)(F)F ((5-oxotetrahydrofuran-3-yl)methyl trifluoromethanesulfonate), FC=1C=C(C=CC1)C=1NC=C2N(C(N(C(C21)=O)C)=O)C (5-(3-Fluorophenyl)-1,3-dimethyl-1H-pyrrolo[3,4-d]pyrimidine-2,4(3H,6H)-dione), CC(C)([O-])C.[K+] (potassium tert-butoxide), C1COCCOCCOCCOCCOCCO1 (18-crown-6). Run in C1CCOC1 (THF), C1CCOC1 (THF). Conditions: time 15 minute. Product: FC=1C=C(C=CC1)C=1N(C=C2N(C(N(C(C21)=O)C)=O)C)CC2COC(C2)=O (5-(3-fluorophenyl)-1,3-dimethyl-6-((5-oxotetrahydrofuran-3-yl)methyl)-1H-pyrrolo[3,4-d]pyrimidine-2,4(3H,6H)-dione). Reaction SMILES: [F:1][C:2]1[CH:3]=[C:4]([C:8]2[NH:9][CH:10]=[C:11]3[C:16]=2[C:15](=[O:17])[N:14]([CH3:18])[C:13](=[O:19])[N:12]3[CH3:20])[CH:5]=[CH:6][CH:7]=1.CC(C)([O-])C.[K+].C1OCCOCCOCCOCCOCCOC1.FC(F)(F)S(O[CH2:51][CH:52]1[CH2:56][C:55](=[O:57])[O:54][CH2:53]1)(=O)=O>C1COCC1>[F:1][C:2]1[CH:3]=[C:4]([C:8]2[N:9]([CH2:51][CH:52]3[CH2:56][C:55](=[O:57])[O:54][CH2:53]3)[CH:10]=[C:11]3[C:16]=2[C:15](=[O:17])[N:14]([CH3:18])[C:13](=[O:19])[N:12]3[CH3:20])[CH:5]=[CH:6][CH:7]=1 |f:1.2|. Procedure: 5-(3-Fluorophenyl)-1,3-dimethyl-1H-pyrrolo[3,4-d]pyrimidine-2,4(3H,6H)-dione (2.50 g, 9.2 mmol) was added portionwise to a mixture of potassium tert-butoxide (1.18 g, 10.5 mmol) and 18-crown-6 (242 mg, 0.92 mmol) in THF (15 mL), and stirred at room temperature for 15 minutes. A solution of (5-oxotetrahydrofuran-3-yl)methyl trifluoromethanesulfonate (2.61 g, 10.5 mmol) in THF (7.5 mL) was then added, maintaining the temperature at ˜20° C. using a water bath. The solution was stirred at room tempe... The reactants are 6,344,465 B1, C(CC)NC1=NC(=NC=C1C(=O)O)NCCC1=CC=NC=C1 (4-(propylamino)-2-((2-(pyridin-4-yl)ethyl)amino)pyrimidine-5-carboxylic acid), Cl.C(C)N=C=NCCCN(C)C (1-ethyl-3-(3-dimethylaminopropyl)carbodiimide hydrochloride), O.ON1N=NC2=C1C=CC=C2 (1-hydroxybenzotriazole monohydrate), NC=1C=C(C=CC1)N(C(C(F)(F)F)=O)C (N-(3-aminophenyl)-2,2,2-trifluoro-N-methylactamide), C(O)([O-])=O.[Na+] (sodium hydrogencarbonate). Solvent: C(C)N(CC)CC (triethylamine), CN(C=O)C (N,N-dimethylformamide), C(C)(=O)OCC (ethyl acetate). Run at temperature 100 celsius, time 40 minute. Product: C(CC)NC1=NC(=NC=C1C(=O)NC1=CC(=CC=C1)N(C(C(F)(F)F)=O)C)NCCC1=CC=NC=C1 (4-(propylamino)-2-((2-(pyridin-4-yl)ethyl)amino)-N-(3-(2,2,2-trifluoro-N-methylacetamido)phenyl)pyrimidine-5-carboxamide). Yield: 26.8%. RXN SMILES: [NH2:1][C:2]1[CH:3]=[C:4]([N:8]([CH3:15])[C:9](=[O:14])[C:10]([F:13])([F:12])[F:11])[CH:5]=[CH:6][CH:7]=1.[CH2:16]([NH:19][C:20]1[C:25]([C:26](O)=[O:27])=[CH:24][N:23]=[C:22]([NH:29][CH2:30][CH2:31][C:32]2[CH:37]=[CH:36][N:35]=[CH:34][CH:33]=2)[N:21]=1)[CH2:17][CH3:18].Cl.C(N=C=NCCCN(C)C)C.O.ON1C2C=CC=CC=2N=N1.C(=O)([O-])O.[Na+]>C(OCC)(=O)C.C(N(CC)CC)C.CN(C)C=O>[CH2:16]([NH:19][C:20]1[C:25]([C:26]([NH:1][C:2]2[CH:7]=[CH:6][CH:5]=[C:4]([N:8]([CH3:15])[C:9](=[O:14])[C:10]([F:11])([F:12])[F:13])[CH:3]=2)=[O:27])=[CH:24][N:23]=[C:22]([NH:29][CH2:30][CH2:31][C:32]2[CH:33]=[CH:34][N:35]=[CH:36][CH:37]=2)[N:21]=1)[CH2:17][CH3:18] |f:2.3,4.5,6.7|. Reported procedure: To N-(3-aminophenyl)-2,2,2-trifluoro-N-methylactamide (302 mg) synthesized according to the method described in U.S. Pat. No. 6,344,465 B1, 4-(propylamino)-2-((2-(pyridin-4-yl)ethyl)amino)pyrimidine-5-carboxylic acid (A3, 627 mg), 1-ethyl-3-(3-dimethylaminopropyl)carbodiimide hydrochloride (545 mg) and 1-hydroxybenzotriazole monohydrate (377 mg), N,N-dimethylformamide (15 mL) and triethylamine (766 μL) were added at room temperature, the reaction vessel was sealed, and then the mixture was stirr... The reactants are O=C(O)Cc1ccc(C(=O)O)o1, CO. Product: COC(=O)Cc1ccc(C(=O)O)o1. Reaction SMILES: [C:1](=[O:2])([OH:3])[CH2:4][c:5]1[cH:6][cH:7][c:8]([C:10](=[O:11])[OH:12])[o:9]1.[CH3:13][OH:14]>>[C:1]([O:2][CH3:13])(=[O:3])[CH2:4][c:5]1[cH:6][cH:7][c:8]([C:10](=[O:11])[OH:12])[o:9]1. Starting materials: ClC1=NC=C(C(=N1)C)F (2-Chloro-5-fluoro-4-methylpyrimidine), ClC1=NC=C(C(=N1)Cl)F (2,4-dichloro-5-fluoropyrimidine). Product: ClC1=NC=C(C(=N1)C)C (2-Chloro-4,5-dimethylpyrimidine). Reaction SMILES: [Cl:1][C:2]1[N:7]=[C:6]([CH3:8])[C:5](F)=[CH:4][N:3]=1.Cl[C:11]1N=C(Cl)C(F)=CN=1>>[Cl:1][C:2]1[N:7]=[C:6]([CH3:8])[C:5]([CH3:11])=[CH:4][N:3]=1. Procedure details: The title compound was prepared in a manner analogous to Intermediate 55, substituting 2,4-dichloro-5-methylpyrimidine for 2,4-dichloro-5-fluoropyrimidine. MS (ESI): mass calculated for C6H7ClN2, 142.03, m/z found 143.1 [M+1]+. 1H NMR (500 MHz, CDCl3): 8.32-8.25 (m, 1H), 2.52-2.46 (m, 3H), 2.28-2.22 (m, 3H). The reactants are Cc1cc(Cl)c2c(Cl)ccc(C)c2n1, [NH4+], [OH-], O, O=S(=O)(O)O, c1nc[nH]n1. Product: Cc1cc(-n2cncn2)c2c(Cl)ccc(C)c2n1. RXN SMILES: [Cl:1][c:2]1[cH:3][c:4]([CH3:14])[n:5][c:6]2[c:7]([CH3:13])[cH:8][cH:9][c:10]([Cl:12])[c:11]12.[NH4+:25].[OH-:26].[OH2:27].[S:20](=[O:21])(=[O:22])([OH:23])[OH:24].[nH:15]1[n:16][cH:17][n:18][cH:19]1>>[c:2]1(-[n:15]2[n:16][cH:17][n:18][cH:19]2)[cH:3][c:4]([CH3:14])[n:5][c:6]2[c:7]([CH3:13])[cH:8][cH:9][c:10]([Cl:12])[c:11]12. Starting materials: BrC1=CC(=C(C=C1)N)[N+](=O)[O-] (4-bromo-2-nitro-phenylamine), FC(C1=C(C=CC=C1)B(O)O)(F)F ((2-trifluoromethylphenyl) boronic acid), [Li+].[Cl-] (LiCl), C(=O)([O-])[O-].[Na+].[Na+] (Na2CO3). The reagents and catalysts are C=1C=CC(=CC1)[P](C=2C=CC=CC2)(C=3C=CC=CC3)[Pd]([P](C=4C=CC=CC4)(C=5C=CC=CC5)C=6C=CC=CC6)([P](C=7C=CC=CC7)(C=8C=CC=CC8)C=9C=CC=CC9)[P](C=1C=CC=CC1)(C=1C=CC=CC1)C=1C=CC=CC1 (Pd(PPh3)4). Run in O (water), COCCOC (DME). Reaction conditions: temperature 80 celsius, time 25 minute. Yields the product [N+](=O)([O-])C=1C=C(C=CC1N)C1=C(C=CC=C1)C(F)(F)F (3-nitro-2′-trifluoromethyl-biphenyl-4-ylamine). Reaction SMILES: Br[C:2]1[CH:7]=[CH:6][C:5]([NH2:8])=[C:4]([N+:9]([O-:11])=[O:10])[CH:3]=1.[F:12][C:13]([F:24])([F:23])[C:14]1[CH:19]=[CH:18][CH:17]=[CH:16][C:15]=1B(O)O.[Li+].[Cl-].C([O-])([O-])=O.[Na+].[Na+]>COCCOC.O.C1C=CC([P]([Pd]([P](C2C=CC=CC=2)(C2C=CC=CC=2)C2C=CC=CC=2)([P](C2C=CC=CC=2)(C2C=CC=CC=2)C2C=CC=CC=2)[P](C2C=CC=CC=2)(C2C=CC=CC=2)C2C=CC=CC=2)(C2C=CC=CC=2)C2C=CC=CC=2)=CC=1>[N+:9]([C:4]1[CH:3]=[C:2]([C:15]2[CH:16]=[CH:17][CH:18]=[CH:19][C:14]=2[C:13]([F:24])([F:23])[F:12])[CH:7]=[CH:6][C:5]=1[NH2:8])([O-:11])=[O:10] |f:2.3,4.5.6,^1:43,45,64,83|. Reported procedure: A solution of 4-bromo-2-nitro-phenylamine (5.00 g, 0.0230 mol) in DME (100 mL) was treated with (2-trifluoromethylphenyl) boronic acid (5.25 g, 0.0277 mol), LiCl (0.976 g, 0.0230 mol), and 2M aqueous Na2CO3 (92.1 mL, 0.184 mol). The resulting mixture was heated to 80° C. under a stream of Argon, treated with Pd(PPh3)4 (2.66 g, 0.00230 mol) and heated to 80° C. overnight. The cooled mixture was diluted with water and extracted thrice with EtOAc. The combined organic layers were dried over MgSO4 a... Reactants: C1(C=2C(C(N1CCCC=1N=CNC1)=O)=CC=CC2)=O (4-(3-phthalimidopropyl)-imidazole), O (water), FC1=CC=C(C(=O)CCC(=O)O)C=C1 (3-(4-fluorobenzoyl)-propionic acid), [H-].[Na+] (sodium hydride). Solvent: CS(=O)C (dimethyl sulphoxide). Conditions: time 17 hour. The product is C1(C=2C(C(N1CCCC=1N=CN(C1)C1=CC=C(C(=O)CCC(=O)O)C=C1)=O)=CC=CC2)=O (3-[4-[4-(3-phthalimidopropyl)-1H-imidazol-1-yl]benzoyl]-propionic acid). Reaction SMILES: [C:1]1(=[O:19])[N:5]([CH2:6][CH2:7][CH2:8][C:9]2[N:10]=[CH:11][NH:12][CH:13]=2)[C:4](=[O:14])[C:3]2=[CH:15][CH:16]=[CH:17][CH:18]=[C:2]12.F[C:21]1[CH:33]=[CH:32][C:24]([C:25]([CH2:27][CH2:28][C:29]([OH:31])=[O:30])=[O:26])=[CH:23][CH:22]=1.[H-].[Na+].O>CS(C)=O>[C:4]1(=[O:14])[N:5]([CH2:6][CH2:7][CH2:8][C:9]2[N:10]=[CH:11][N:12]([C:21]3[CH:33]=[CH:32][C:24]([C:25]([CH2:27][CH2:28][C:29]([OH:31])=[O:30])=[O:26])=[CH:23][CH:22]=3)[CH:13]=2)[C:1](=[O:19])[C:2]2=[CH:18][CH:17]=[CH:16][CH:15]=[C:3]12 |f:2.3|. Reported procedure: 5.10 g (20 mmol) of 4-(3-phthalimidopropyl)-imidazole followed by 3.92 g (20 mmol) of 3-(4-fluorobenzoyl)-propionic acid are added portionwise to a suspension of 1.20 g (40 mmol) of sodium hydride (80% on paraffin oil) in 50 ml of dimethyl sulphoxide. The reaction mixture is initially stirred at room temperature until gas evolution ceases and then at 100° C. for 17 hours. After cooling, the mixture is poured out on 50 ml of water and extracted with 3×50 ml dichloromethane. The aqueous phase is t...